From a dataset of the Open Reaction Database (ORD), a public repository of structured organic reaction records. describe an organic reaction: reactants, conditions, products, and yield The reactants are CCOc1cc(C(C)(C)C)ccc1C1=NC(c2ccc(Br)cc2)C(c2ccc(Br)cc2)N1C(=O)Cl, O=C1CCNCCN1. The product is CCOc1cc(C(C)(C)C)ccc1C1=NC(c2ccc(Br)cc2)C(c2ccc(Br)cc2)N1C(=O)N1CCNC(=O)CC1. As a reaction SMILES: [Br:1][c:2]1[cH:3][cH:4][c:5]([CH:8]2[N:9]=[C:10]([c:23]3[c:24]([O:33][CH2:34][CH3:35])[cH:25][c:26]([C:29]([CH3:30])([CH3:31])[CH3:32])[cH:27][cH:28]3)[N:11]([C:20](=[O:21])[Cl:22])[CH:12]2[c:13]2[cH:14][cH:15][c:16]([Br:19])[cH:17][cH:18]2)[cH:6][cH:7]1.[NH:36]1[CH2:37][CH2:38][NH:39][C:40](=[O:43])[CH2:41][CH2:42]1>>[Br:1][c:2]1[cH:3][cH:4][c:5]([CH:8]2[N:9]=[C:10]([c:23]3[c:24]([O:33][CH2:34][CH3:35])[cH:25][c:26]([C:29]([CH3:30])([CH3:31])[CH3:32])[cH:27][cH:28]3)[N:11]([C:20](=[O:21])[N:36]3[CH2:37][CH2:38][NH:39][C:40](=[O:43])[CH2:41][CH2:42]3)[CH:12]2[c:13]2[cH:14][cH:15][c:16]([Br:19])[cH:17][cH:18]2)[cH:6][cH:7]1. Reactants: CC1CN(C(=O)OC(C)(C)C)C(C)CN1, CCc1cc(O)c(F)cc1-c1ccc2c(-c3nc4c([nH]3)CCN(C(=O)c3cnc(Cl)cn3)C4)n[nH]c2c1. Product: CCc1cc(O)c(F)cc1-c1ccc2c(-c3nc4c([nH]3)CCN(C(=O)c3cnc(N5CC(C)NCC5C)cn3)C4)n[nH]c2c1. RXN SMILES: [C:38]([O:39][C:40](=[O:41])[N:45]1[CH:46]([CH3:52])[CH2:47][NH:48][CH:49]([CH3:51])[CH2:50]1)([CH3:42])([CH3:43])[CH3:44].[Cl:1][c:2]1[n:3][cH:4][c:5]([C:8](=[O:9])[N:10]2[CH2:11][c:12]3[c:13]([nH:16][c:17](-[c:19]4[n:20][nH:21][c:22]5[cH:23][c:24](-[c:28]6[c:29]([CH2:36][CH3:37])[cH:30][c:31]([OH:35])[c:32]([F:34])[cH:33]6)[cH:25][cH:26][c:27]45)[n:18]3)[CH2:14][CH2:15]2)[n:6][cH:7]1>>[c:2]1([N:45]2[CH:46]([CH3:52])[CH2:47][NH:48][CH:49]([CH3:51])[CH2:50]2)[n:3][cH:4][c:5]([C:8](=[O:9])[N:10]2[CH2:11][c:12]3[c:13]([nH:16][c:17](-[c:19]4[n:20][nH:21][c:22]5[cH:23][c:24](-[c:28]6[c:29]([CH2:36][CH3:37])[cH:30][c:31]([OH:35])[c:32]([F:34])[cH:33]6)[cH:25][cH:26][c:27]45)[n:18]3)[CH2:14][CH2:15]2)[n:6][cH:7]1. Starting materials: C1(=CC=CC=C1)CCC=O (3-phenylpropionaldehyde), C(C)(=O)O (acetic acid), C(C)(=O)O[BH-](OC(C)=O)OC(C)=O.[Na+] (sodium triacetoxyborohydride), CSC=1C=C(C=CC1)C(C1=NN=NN1C)=NOCC=1N=C(SC1)N (4-{[({[3-(methylsulfanyl)phenyl](1-methyl-1H-tetrazol-5-yl)methylene}amino)oxy]methyl}-1,3-thiazol-2-amine), C1(=CC=CC=C1)CCC=O (3-phenylpropionaldehyde), C(C)(=O)O (acetic acid), C(C)(=O)O[BH-](OC(C)=O)OC(C)=O.[Na+] (sodium triacetoxyborohydride). The solvent is ClCCl (dichloromethane), C(=O)(O)[O-].[Na+] (NaHCO3), ClCCCl (1,2-dichloroethane). Conditions: time 18 hour. Product: CSC=1C=C(C=CC1)C(C1=NN=NN1C)=NOCC=1N=C(SC1)NCCCC1=CC=CC=C1 (4-{[({[3-(methylsulfanyl)phenyl](1-methyl-1H-tetrazol-5-yl)methylene}amino)oxy]methyl}-N-(3-phenylpropyl)-1,3-thiazol-2-amine), logP(HCOOH). Isolated yield 58.0%. As a reaction SMILES: [CH3:1][S:2][C:3]1[CH:4]=[C:5]([C:9](=[N:16][O:17][CH2:18][C:19]2[N:20]=[C:21]([NH2:24])[S:22][CH:23]=2)[C:10]2[N:14]([CH3:15])[N:13]=[N:12][N:11]=2)[CH:6]=[CH:7][CH:8]=1.[C:25]1([CH2:31][CH2:32][CH:33]=O)[CH:30]=[CH:29][CH:28]=[CH:27][CH:26]=1.C(O)(=O)C.C(O[BH-](OC(=O)C)OC(=O)C)(=O)C.[Na+]>ClCCCl.ClCCl.C([O-])(O)=O.[Na+]>[CH3:1][S:2][C:3]1[CH:4]=[C:5]([C:9](=[N:16][O:17][CH2:18][C:19]2[N:20]=[C:21]([NH:24][CH2:33][CH2:32][CH2:31][C:25]3[CH:30]=[CH:29][CH:28]=[CH:27][CH:26]=3)[S:22][CH:23]=2)[C:10]2[N:14]([CH3:15])[N:13]=[N:12][N:11]=2)[CH:6]=[CH:7][CH:8]=1 |f:3.4,7.8|. Procedure details: To a stirred solution of 4-{[({[3-(methylsulfanyl)phenyl](1-methyl-1H-tetrazol-5-yl)methylene}amino)oxy]methyl}-1,3-thiazol-2-amine (90.0 mg, 0.25 mmol) in dry 1,2-dichloroethane (5 mL), under argon atmosphere, were added 3-phenylpropionaldehyde (63.5 mg, 0.47 mmol), acetic acid (89.7 mg, 1.49 mmol) and sodium triacetoxyborohydride (156 mg, 0.70 mmol) at room temperature. After stirring at room temperature for 18 h, 3-phenylpropionaldehyde (63.5 mg, 0.47 mmol), acetic acid (89.7 mg, 1.49 mmol) a... The reactants are C(C)(=O)Cl (acetyl chloride), COC1=CC=C(C=C1)[C@@H]1SC2=C(NC([C@@H]1O)=O)C=CC(=C2)Cl ((-)-cis-2-(4-methoxyphenyl)-3-hydroxy-8-chloro-2,3-dihydro-1,5-benzothiazepin-4(5H)-one), C(Cl)(Cl)Cl (chloroform). Solvent: N1=CC=CC=C1 (pyridine). Reaction conditions: time 1 hour. Product: COC1=CC=C(C=C1)[C@@H]1SC2=C(NC([C@@H]1OC(C)=O)=O)C=CC(=C2)Cl ((-)-cis-2-(4-methoxyphenyl)-3-acetoxy-8-chloro-2,3-dihydro-1,5-benzothiazepin-4(5H)-one). Yield: 89.1%. RXN SMILES: [CH3:1][O:2][C:3]1[CH:8]=[CH:7][C:6]([C@H:9]2[C@@H:15]([OH:16])[C:14](=[O:17])[NH:13][C:12]3[CH:18]=[CH:19][C:20]([Cl:22])=[CH:21][C:11]=3[S:10]2)=[CH:5][CH:4]=1.[C:23](Cl)(=[O:25])[CH3:24].C(Cl)(Cl)Cl>N1C=CC=CC=1>[CH3:1][O:2][C:3]1[CH:8]=[CH:7][C:6]([C@H:9]2[C@@H:15]([O:16][C:23](=[O:25])[CH3:24])[C:14](=[O:17])[NH:13][C:12]3[CH:18]=[CH:19][C:20]([Cl:22])=[CH:21][C:11]=3[S:10]2)=[CH:5][CH:4]=1. Reported procedure: 3.36 g of (-)-cis-2-(4-methoxyphenyl)-3-hydroxy-8-chloro-2,3-dihydro-1,5-benzothiazepin-4(5H)-one are dissolved in 10 ml of pyridine, and 0.87 g of acetyl chloride is added dropwise thereto under ice-cooling. The mixture is stirred at room temperature for one hour. Then, the mixture is diluted by addition of chloroform. The diluted mixture is washed with 10% hydrochloric acid and water, and then evaporated under reduced pressure to remove solvent. The residue is recrystallized from a mixture of ... The reactants are ON1C(CC(CC1(C)C)O)(C)C (1-oxyl-4-hydroxy-2,2,6,6-tetramethylpiperidine), C1=CCCCC1 (cyclohexene). Reaction conditions: temperature 70 celsius. Product: C1(C=CCCC1)ON1C(CC(CC1(C)C)O)(C)C (1-(Cyclohex-2-en-1-yl)oxy-4-hydroxy-2,2,6,6-tetramethylpiperidine). Yield: 17.5%. RXN SMILES: [OH:1][N:2]1[C:7]([CH3:9])([CH3:8])[CH2:6][CH:5]([OH:10])[CH2:4][C:3]1([CH3:12])[CH3:11].[CH:13]1[CH2:18][CH2:17][CH2:16][CH2:15][CH:14]=1>>[CH:18]1([O:1][N:2]2[C:7]([CH3:8])([CH3:9])[CH2:6][CH:5]([OH:10])[CH2:4][C:3]2([CH3:12])[CH3:11])[CH2:17][CH2:16][CH2:15][CH:14]=[CH:13]1. Reported procedure: A mixture of 17.05 g (0.10 mol) of 1-oxyl-4-hydroxy-2,2,6,6-tetramethylpiperidine and 100 mL (0.99 mol) of cyclohexene under a nitrogen atmosphere is heated at 70° C. for 72 hours. The reaction mixture is filtered to remove 1,4-dihydroxy-2,2,6,6-tetramethylpiperidine and the filtrate is washed with 5 w/v % ascorbic acid (2×50 mL) and distilled water (2×50 mL). The organic phase is dried over anhydrous sodium sulfate and the volatiles are removed in vacuo. The residue is recrystallized from aceto... Reactants: C(C)O.CN(C=O)C (ethanol dimethylformamide), C(#N)C=1C=C(C=O)C=CC1 (3-cyanobenzaldehyde), C1(CC(CCC1)=O)=O (cyclohexane-1,3-dione), C(C)OC(CC(N)=N)=O (amidinoacetic acid ethyl ester). Solvent: C(C)O (ethanol). Product: C(C)OC(=O)C1=C(NC=2CCCC(C2C1C1=CC(=CC=C1)C#N)=O)N (2-amino-4-(3-cyanophenyl)-1,4,5,6,7,8-hexahydro-5-oxoquinoline-3-carboxylic acid ethyl ester). Isolated yield 56.0%. Reaction SMILES: [C:1]([C:3]1[CH:4]=[C:5]([CH:8]=[CH:9][CH:10]=1)[CH:6]=O)#[N:2].[C:11]1(=[O:18])[CH2:16][CH2:15][CH2:14][C:13](=O)[CH2:12]1.[CH2:19]([O:21][C:22](=[O:27])[CH2:23][C:24](=[NH:26])[NH2:25])[CH3:20].C(O)C.CN(C)C=O>C(O)C>[CH2:19]([O:21][C:22]([C:23]1[CH:6]([C:5]2[CH:8]=[CH:9][CH:10]=[C:3]([C:1]#[N:2])[CH:4]=2)[C:12]2[C:11](=[O:18])[CH2:16][CH2:15][CH2:14][C:13]=2[NH:25][C:24]=1[NH2:26])=[O:27])[CH3:20] |f:3.4|. Reported procedure: Heating a solution of 6.5 g of 3-cyanobenzaldehyde, 5.6 g of cyclohexane-1,3-dione and 6.5 g of amidinoacetic acid ethyl ester in 100 ml of ethanol for 6 hours yields 2-amino-4-(3-cyanophenyl)-1,4,5,6,7,8-hexahydro-5-oxoquinoline-3-carboxylic acid ethyl ester of melting point 262°C (ethanol/dimethylformamide). Starting materials: O=S(=O)(Cl)c1cc(Br)c(Cl)cc1F, CNc1ccccn1, ClCCl, [Na+], [OH-], c1ccncc1. The product is CN(c1ccccn1)S(=O)(=O)c1cc(Br)c(Cl)cc1F. RXN SMILES: [Br:1][c:2]1[c:3]([Cl:13])[cH:4][c:5]([F:12])[c:6]([S:8](=[O:9])(=[O:10])[Cl:11])[cH:7]1.[CH3:20][NH:21][c:22]1[n:23][cH:24][cH:25][cH:26][cH:27]1.[Cl:30][CH2:31][Cl:32].[Na+:29].[OH-:28].[cH:14]1[cH:15][cH:16][n:17][cH:18][cH:19]1>>[Br:1][c:2]1[c:3]([Cl:13])[cH:4][c:5]([F:12])[c:6]([S:8](=[O:9])(=[O:10])[N:21]([CH3:20])[c:22]2[n:23][cH:24][cH:25][cH:26][cH:27]2)[cH:7]1. Starting materials: CCOC(=O)C(C)Br, O=C([O-])O, Nc1cc(N=c2sc(=O)n3n2CCCC3)ccc1Cl, [Na+]. Product: CCOC(=O)C(C)Nc1cc(N=c2sc(=O)n3n2CCCC3)ccc1Cl. Reaction SMILES: [Br:20][CH:21]([C:22](=[O:23])[O:24][CH2:25][CH3:26])[CH3:27].[C:28](=[O:29])([O-:30])[OH:31].[Cl:1][c:2]1[c:3]([NH2:19])[cH:4][c:5]([N:8]=[c:9]2[s:10][c:11](=[O:18])[n:12]3[n:17]2[CH2:16][CH2:15][CH2:14][CH2:13]3)[cH:6][cH:7]1.[Na+:32]>>[Cl:1][c:2]1[c:3]([NH:19][CH:21]([C:22](=[O:23])[O:24][CH2:25][CH3:26])[CH3:27])[cH:4][c:5]([N:8]=[c:9]2[s:10][c:11](=[O:18])[n:12]3[n:17]2[CH2:16][CH2:15][CH2:14][CH2:13]3)[cH:6][cH:7]1.